Dataset: the Open Reaction Database (ORD), a public repository of structured organic reaction records. Task: describe an organic reaction: reactants, conditions, products, and yield As a reaction SMILES: [C:1]([O:2][C:3](=[O:4])[N:8]1[CH:9]([CH2:14][O:15][C:16](=[O:17])[N:18]2[CH2:19][CH2:20][N:21]([c:24]3[cH:25][cH:26][cH:27][cH:28][cH:29]3)[CH2:22][CH2:23]2)[CH2:10][O:11][CH2:12][CH2:13]1)([CH3:5])([CH3:6])[CH3:7].[Cl:37][CH2:38][Cl:39].[F:30][C:31]([F:32])([F:33])[C:34]([OH:35])=[O:36]>>[NH:8]1[CH:9]([CH2:14][O:15][C:16](=[O:17])[N:18]2[CH2:19][CH2:20][N:21]([c:24]3[cH:25][cH:26][cH:27][cH:28][cH:29]3)[CH2:22][CH2:23]2)[CH2:10][O:11][CH2:12][CH2:13]1. Yields the product O=C(OCC1COCCN1)N1CCN(c2ccccc2)CC1. Starting materials: CC(C)(C)OC(=O)N1CCOCC1COC(=O)N1CCN(c2ccccc2)CC1, ClCCl, O=C(O)C(F)(F)F. Reactants: [Na] (sodium), diethyl 4,4'-(2-amino-4-hydroxy-3-propylphenylene-1,3-diyl)bis(2,4-dioxo-butanoate), C(C)(=O)C1=C(C(=C(C(=C1)C(C)=O)O)CCC)N (4,6-Diacetyl-3-amino-2-propylphenol), [O-]CC.[Na+] (sodium ethoxide), C(C(=O)OCC)(=O)OCC (diethyl oxalate), C(C)O (ethanol), Cl (HCl). Yields the product O=C1C=C(OC2=C1C=C1C(C=C(NC1=C2CCC)C(=O)OCC)=O)C(=O)OCC (Diethyl 6,9-dihydro-4,6-dioxo-10-propyl-4H-pyrano-[3,2-g]-quinoline-2,8-dicarboxylate). The yield is 65.0%. As a reaction SMILES: [C:1]([C:4]1[CH:9]=[C:8]([C:10](=[O:12])[CH3:11])[C:7]([OH:13])=[C:6]([CH2:14][CH2:15][CH3:16])[C:5]=1[NH2:17])(=[O:3])[CH3:2].[O-:18][CH2:19][CH3:20].[Na+].[C:22](OCC)(=O)[C:23]([O:25][CH2:26][CH3:27])=[O:24].[Na].Cl.[CH2:34]([OH:36])[CH3:35]>>[O:12]=[C:10]1[C:8]2[CH:9]=[C:4]3[C:5](=[C:6]([CH2:14][CH2:15][CH3:16])[C:7]=2[O:13][C:22]([C:23]([O:25][CH2:26][CH3:27])=[O:24])=[CH:11]1)[NH:17][C:20]([C:19]([O:36][CH2:34][CH3:35])=[O:18])=[CH:2][C:1]3=[O:3] |f:1.2,^1:31|. Procedure details: Treatment of the product of step (e) (1 mmole) with sodium ethoxide (10 mmole), in ethanol (10 ml) containing diethyl oxalate (10 mmole) at reflux for 3 hours, followed by acidification of the mixture, which contained the sodium salt of diethyl 4,4'-(2-amino-4-hydroxy-3-propylphenylene-1,3-diyl)bis(2,4-dioxo-butanoate), with gaseous HCl and heating under reflux for 1 hour afforded the sub-title compound which was isolated by dilution with water, extraction with chloroform, concentration and puri... The reactants are O=C([O-])O, C1COCCO1, Cc1cc(C)c(S(=O)(=O)N(Cc2cccc(OC3CCCCO3)c2)c2ccc(C=CC(=O)N3CCCC3)cc2)c(C)c1, CO, Cl, [Na+]. The product is Cc1cc(C)c(S(=O)(=O)N(Cc2cccc(O)c2)c2ccc(C=CC(=O)N3CCCC3)cc2)c(C)c1. Reaction SMILES: [C:44](=[O:45])([OH:46])[O-:47].[CH2:51]1[O:52][CH2:53][CH2:54][O:55][CH2:56]1.[CH3:1][c:2]1[c:3]([S:10](=[O:11])(=[O:12])[N:13]([CH2:14][c:15]2[cH:16][c:17]([O:21][CH:22]3[CH2:23][CH2:24][CH2:25][CH2:26][O:27]3)[cH:18][cH:19][cH:20]2)[c:28]2[cH:29][cH:30][c:31]([CH:34]=[CH:35][C:36]([N:37]3[CH2:38][CH2:39][CH2:40][CH2:41]3)=[O:42])[cH:32][cH:33]2)[c:4]([CH3:9])[cH:5][c:6]([CH3:8])[cH:7]1.[CH3:49][OH:50].[ClH:43].[Na+:48]>>[CH3:1][c:2]1[c:3]([S:10](=[O:11])(=[O:12])[N:13]([CH2:14][c:15]2[cH:16][c:17]([OH:21])[cH:18][cH:19][cH:20]2)[c:28]2[cH:29][cH:30][c:31]([CH:34]=[CH:35][C:36]([N:37]3[CH2:38][CH2:39][CH2:40][CH2:41]3)=[O:42])[cH:32][cH:33]2)[c:4]([CH3:9])[cH:5][c:6]([CH3:8])[cH:7]1. Starting materials: CCN(C(C)C)C(C)C, COC(=O)CCOCCOCCOCCOCCNC(=O)CI, CN(C)C=O, CN(CCOc1cc(CO)nc(CO)c1)CC(C)(C)S. Product: COC(=O)CCOCCOCCOCCOCCNC(=O)CSC(C)(C)CN(C)CCOc1cc(CO)nc(CO)c1. As a reaction SMILES: [CH:24]([N:25]([CH2:26][CH3:27])[CH:28]([CH3:29])[CH3:30])([CH3:31])[CH3:32].[I:1][CH2:2][C:3](=[O:4])[NH:5][CH2:6][CH2:7][O:8][CH2:9][CH2:10][O:11][CH2:12][CH2:13][O:14][CH2:15][CH2:16][O:17][CH2:18][CH2:19][C:20](=[O:21])[O:22][CH3:23].[O:53]=[CH:54][N:55]([CH3:56])[CH3:57].[SH:33][C:34]([CH2:35][N:36]([CH2:37][CH2:38][O:39][c:40]1[cH:41][c:42]([CH2:48][OH:49])[n:43][c:44]([CH2:46][OH:47])[cH:45]1)[CH3:50])([CH3:51])[CH3:52]>>[CH2:2]([C:3](=[O:4])[NH:5][CH2:6][CH2:7][O:8][CH2:9][CH2:10][O:11][CH2:12][CH2:13][O:14][CH2:15][CH2:16][O:17][CH2:18][CH2:19][C:20](=[O:21])[O:22][CH3:23])[S:33][C:34]([CH2:35][N:36]([CH2:37][CH2:38][O:39][c:40]1[cH:41][c:42]([CH2:48][OH:49])[n:43][c:44]([CH2:46][OH:47])[cH:45]1)[CH3:50])([CH3:51])[CH3:52]. Reactants: NC1=C(C=CC(=C1)C=1SC=CC1)NC(OC(C)(C)C)=O (tert-butyl (2-amino-4-(thiophen-2-yl)phenyl)carbamate), ClC(=O)OCC (ethyl chloroformate), TEA. Reagents/catalysts: CN(C)C=1C=CN=CC1 (DMAP). Solvent: ClCCl (dichloromethane), O (water), ClCCl (dichloromethane). Run at time 16 hour. Product: S1C(=CC=C1)C1=CC(=C(C=C1)NC(OC(C)(C)C)=O)NC(OCC)=O (tert-butyl ethyl (4-(thiophen-2-yl)-1,2-phenylene)dicarbamate). The yield is 44.0%. RXN SMILES: [NH2:1][C:2]1[CH:7]=[C:6]([C:8]2[S:9][CH:10]=[CH:11][CH:12]=2)[CH:5]=[CH:4][C:3]=1[NH:13][C:14](=[O:20])[O:15][C:16]([CH3:19])([CH3:18])[CH3:17].Cl[C:22]([O:24][CH2:25][CH3:26])=[O:23]>ClCCl.CN(C1C=CN=CC=1)C.O>[S:9]1[CH:10]=[CH:11][CH:12]=[C:8]1[C:6]1[CH:5]=[CH:4][C:3]([NH:13][C:14](=[O:20])[O:15][C:16]([CH3:17])([CH3:19])[CH3:18])=[C:2]([NH:1][C:22](=[O:23])[O:24][CH2:25][CH3:26])[CH:7]=1. Procedure details: To a solution of tert-butyl (2-amino-4-(thiophen-2-yl)phenyl)carbamate (0.20 g, 0.69 mmol, 1.0 equiv.) in dichloromethane (4 mL) was added ethyl chloroformate (0.08 mL, 0.83 mmol, 1.2 equiv.), TEA (0.19 mL, 1.37 mmol, 2.0 equiv.) and DMAP (8 mg, 0.07 mmol, 0.1 equiv.) at 0° C. The reaction was warmed to room temperature and stirred for 16 h. The reaction was then diluted with dichloromethane and water. The organic layer was separated, washed with water and brine, dried over sodium sulfate, filte... Starting materials: COc1ccc2cc[nH]c2c1, Cl, [K+], CN(C)C=O, [OH-], O, O=P(Cl)(Cl)Cl. The product is COc1ccc2c(C=O)c[nH]c2c1. As a reaction SMILES: [CH3:6][O:7][c:8]1[cH:9][cH:10][c:11]2[cH:12][cH:13][nH:14][c:15]2[cH:16]1.[ClH:19].[K+:18].[O:20]=[CH:21][N:22]([CH3:23])[CH3:24].[OH-:17].[OH2:25].[P:1]([Cl:2])([Cl:3])([Cl:4])=[O:5]>>[CH3:6][O:7][c:8]1[cH:9][cH:10][c:11]2[c:12]([CH:21]=[O:20])[cH:13][nH:14][c:15]2[cH:16]1.